This data is from the Open Reaction Database (ORD), a public repository of structured organic reaction records. The task is: describe an organic reaction: reactants, conditions, products, and yield Reactants: bis-2-chloroethyl-methylamine hydrochloride, NC1=NC(=NC=C1C(=O)C1=C(C(=CC=C1OC)F)F)N[C@@H]1CC[C@H](CC1)N (Trans-[4-Amino-2-(4-amino-cyclohexylamino)-pyrimidin-5-yl]-(2,3-difluoro-6-methoxy-phenyl)-methanone), C([O-])(O)=O.[Na+] (sodium bicarbonate), bis-2-chloroethyl-methylamine hydrochloride, O1CCOCC1 (1,4-dioxane). Product: NC1=NC(=NC=C1C(=O)C1=C(C(=CC=C1OC)F)F)N[C@@H]1CC[C@H](CC1)N1CCN(CC1)C (Trans-[4-Amino-2-[4-(4-methyl-piperazin-1-yl)-cyclohexylamino]-pyrimidin-5-yl]-(2,3-difluoro-6-methoxy-phenyl)-methanone). As a reaction SMILES: [NH2:1][C:2]1[C:7]([C:8]([C:10]2[C:15]([O:16][CH3:17])=[CH:14][CH:13]=[C:12]([F:18])[C:11]=2[F:19])=[O:9])=[CH:6][N:5]=[C:4]([NH:20][C@H:21]2[CH2:26][CH2:25][C@H:24]([NH2:27])[CH2:23][CH2:22]2)[N:3]=1.C(=O)(O)[O-].[Na+].O1[CH2:38][CH2:37]OCC1>>[NH2:1][C:2]1[C:7]([C:8]([C:10]2[C:15]([O:16][CH3:17])=[CH:14][CH:13]=[C:12]([F:18])[C:11]=2[F:19])=[O:9])=[CH:6][N:5]=[C:4]([NH:20][C@H:21]2[CH2:26][CH2:25][C@H:24]([N:27]3[CH2:38][CH2:37][N:3]([CH3:4])[CH2:2][CH2:7]3)[CH2:23][CH2:22]2)[N:3]=1 |f:1.2|. Procedure details: To a stirred solution of trans-[4-amino-2-(4-amino-cyclohexylamino)-pyrimidin-5-yl]-(2,3-difluoro-6-methoxy-phenyl)-methanone (105 mg, 0.28 mmol, Example 120) and sodium bicarbonate (84 mg, 1 mmol) in 1,4-dioxane (3 mL), bis-2-chloroethyl-methylamine hydrochloride (58 mg, 0.30 mmol, Aldrich) was added and the mixture was stirred at reflux overnight. An additional 20 mg of bis-2-chloroethyl-methylamine hydrochloride (Aldrich) was added and the reaction was refluxed for another 12 hours. The react... The reactants are Br, O=c1cc(Sc2ccc(Br)cc2)c2cccnc2n1Cc1ccccc1, [Na+], [OH-], O. Yields the product O=c1cc(Sc2ccc(Br)cc2)c2cccnc2[nH]1. RXN SMILES: [BrH:27].[CH2:1]([c:2]1[cH:3][cH:4][cH:5][cH:6][cH:7]1)[n:8]1[c:9](=[O:26])[cH:10][c:11]([S:18][c:19]2[cH:20][cH:21][c:22]([Br:25])[cH:23][cH:24]2)[c:12]2[cH:13][cH:14][cH:15][n:16][c:17]12.[Na+:29].[OH-:28].[OH2:30]>>[nH:8]1[c:9](=[O:26])[cH:10][c:11]([S:18][c:19]2[cH:20][cH:21][c:22]([Br:25])[cH:23][cH:24]2)[c:12]2[cH:13][cH:14][cH:15][n:16][c:17]12. Starting materials: OC=1C=C(C(=O)OC)C=CC1[N+](=O)[O-] (methyl 3-hydroxy-4-nitrobenzoate), [H][H] (hydrogen), C(C)(=O)OC(C)=O (acetic anhydride), O (water). The reagents and catalysts are [Pd] (Pd on charcoal). Run in C1CCOC1 (THF). Conditions: temperature 65 celsius, time 30 minute. The product is C(C)(=O)NC1=C(C=C(C(=O)OC)C=C1)O (Methyl 4-(acetylamino)-3-hydroxybenzoate). As a reaction SMILES: [OH:1][C:2]1[CH:3]=[C:4]([CH:9]=[CH:10][C:11]=1[N+:12]([O-])=O)[C:5]([O:7][CH3:8])=[O:6].[H][H].O.[C:18](OC(=O)C)(=[O:20])[CH3:19]>C1COCC1.[Pd]>[C:18]([NH:12][C:11]1[CH:10]=[CH:9][C:4]([C:5]([O:7][CH3:8])=[O:6])=[CH:3][C:2]=1[OH:1])(=[O:20])[CH3:19]. Reported procedure: A solution of methyl 3-hydroxy-4-nitrobenzoate (0.78 g, 3.96 mmol) in THF (40 ml) with Pd on charcoal (10%, 0.15 g) was stirred in the atmosphere of hydrogen at atmospheric pressure overnight. The mixture was filtered through celite. The solvent was removed in vacuo. The residue was taken into water (20 ml), and acetic anhydride (0.5 ml, 5.29 mmol) was added. The mixture was vigorously stirred at 65° C. for 30 min. After cooling to room temperature, the precipitate was collected by filtration, w... Reactants: COC1=CC2=C(N(C(=N2)C2=CC=CC=C2)C2=CC=C(C=C2)C)C=C1OCCCCCC(=O)O (6-[[5-methoxy-1-(4-methylphenyl)-2-phenyl-1H-benzimidazol-6-yl]oxy]hexanoic acid), C([O-])(O)=O.[K+] (potassium bicarbonate). Reagents/catalysts: S(O)(O)(=O)=O (sulfuric acid). The solvent is CO (methanol), O (water). Run at time 2 hour. Yields the product COC(CCCCCOC=1C(=CC2=C(N(C(=N2)C2=CC=CC=C2)C2=CC=C(C=C2)C)C1)OC)=O (6-[[5-Methoxy-1-(4-methylphenyl)-2-phenyl-1H-benzimidazol-6-yl]oxy]hexanoic acid methyl ester). Reaction SMILES: [CH3:1][O:2][C:3]1[C:24]([O:25][CH2:26][CH2:27][CH2:28][CH2:29][CH2:30][C:31]([OH:33])=[O:32])=[CH:23][C:6]2[N:7]([C:16]3[CH:21]=[CH:20][C:19]([CH3:22])=[CH:18][CH:17]=3)[C:8]([C:10]3[CH:15]=[CH:14][CH:13]=[CH:12][CH:11]=3)=[N:9][C:5]=2[CH:4]=1.[C:34](=O)(O)[O-].[K+]>CO.S(=O)(=O)(O)O.O>[CH3:34][O:32][C:31](=[O:33])[CH2:30][CH2:29][CH2:28][CH2:27][CH2:26][O:25][C:24]1[C:3]([O:2][CH3:1])=[CH:4][C:5]2[N:9]=[C:8]([C:10]3[CH:15]=[CH:14][CH:13]=[CH:12][CH:11]=3)[N:7]([C:16]3[CH:21]=[CH:20][C:19]([CH3:22])=[CH:18][CH:17]=3)[C:6]=2[CH:23]=1 |f:1.2|. Procedure: 40 mg of 6-[[5-methoxy-1-(4-methylphenyl)-2-phenyl-1H-benzimidazol-6-yl]oxy]hexanoic acid was dissolved in 2 ml of methanol, mixed with 1 drop of concentrated sulfuric acid, and the mixture was stirred for 2 hours. It was mixed with saturated potassium bicarbonate solution, diluted with water, extracted with ethyl acetate, the extracts were dried on sodium sulfate and concentrated by evaporation in a vacuum. The residue was crystallized from diisopropyl ether. Reactants: COC1=CC=C(C=C1)C(C1=CC(=CC=C1)[N+](=O)[O-])NCC(C1=CC=CC=C1)C1=CC=CC=C1 ([(4-methoxyphenyl)-(3-nitrophenyl)methyl]-(2,2-diphenylethyl)amine), [BH4-].[Na+] (sodium borohydride). The reagents and catalysts are O.O.O.O.O.O.[Ni](Cl)Cl (nickel chloride hexahydrate). Run in CO (methanol). The product is COC1=CC=C(C=C1)C(C=1C=C(C=CC1)N)NCC(C1=CC=CC=C1)C1=CC=CC=C1 (3-[(4-Methoxyphenyl)-(2,2-diphenylethylamino)methyl]phenylamine). The yield is 85.4%. RXN SMILES: [CH3:1][O:2][C:3]1[CH:8]=[CH:7][C:6]([CH:9]([NH:19][CH2:20][CH:21]([C:28]2[CH:33]=[CH:32][CH:31]=[CH:30][CH:29]=2)[C:22]2[CH:27]=[CH:26][CH:25]=[CH:24][CH:23]=2)[C:10]2[CH:15]=[CH:14][CH:13]=[C:12]([N+:16]([O-])=O)[CH:11]=2)=[CH:5][CH:4]=1.[BH4-].[Na+]>CO.O.O.O.O.O.O.[Ni](Cl)Cl>[CH3:1][O:2][C:3]1[CH:4]=[CH:5][C:6]([CH:9]([NH:19][CH2:20][CH:21]([C:28]2[CH:33]=[CH:32][CH:31]=[CH:30][CH:29]=2)[C:22]2[CH:23]=[CH:24][CH:25]=[CH:26][CH:27]=2)[C:10]2[CH:11]=[C:12]([NH2:16])[CH:13]=[CH:14][CH:15]=2)=[CH:7][CH:8]=1 |f:1.2,4.5.6.7.8.9.10|. Procedure: In a similar manner to that described in Example (1b), a solution of [(4-methoxyphenyl)-(3-nitrophenyl)methyl]-(2,2-diphenylethyl)amine (2.54 g) [prepared as described in step (a) above] in methanol (50 ml), nickel chloride hexahydrate (2.76 g) and sodium borohydride (878 mg) were reacted, to afford the title compound (2.02 g) as a clear colorless oil. Starting materials: ClC=1N=NC=2COC3=C(C(=CC=C3C2C1)NC(C(C)(C)C)=O)C(=O)OC (methyl 3-chloro-7-(2,2-dimethylpropionylamino)-10H-9-oxa-1,2-diazaphenanthrene-8-carboxylate), ClC=1N=NC=2COC3=C(C(=CC=C3C2C1)NC(C(C)(C)C)=O)C(=O)OC (methyl 3-chloro-7-(2,2-dimethylpropionylamino)-10H-9-oxa-1,2-diazaphenanthrene-8-carboxylate), C(=O)[O-].[NH4+] (ammonium formate). The reagents and catalysts are [Pd] (palladium on carbon). Run in C(C)O (ethanol). Yields the product CC(C(=O)NC1=CC=C2C=3C=CN=NC3COC2=C1C(=O)OC)(C)C (methyl 7-(2,2-dimethylpropionylamino)-10H-9-oxa-1,2-diazaphenanthrene-8-carboxylate). Yield: 76.8%. Reaction SMILES: Cl[C:2]1[N:3]=[N:4][C:5]2[CH2:6][O:7][C:8]3[C:13]([C:14]=2[CH:15]=1)=[CH:12][CH:11]=[C:10]([NH:16][C:17](=[O:22])[C:18]([CH3:21])([CH3:20])[CH3:19])[C:9]=3[C:23]([O:25][CH3:26])=[O:24].C([O-])=O.[NH4+]>[Pd].C(O)C>[CH3:19][C:18]([CH3:21])([CH3:20])[C:17]([NH:16][C:10]1[C:9]([C:23]([O:25][CH3:26])=[O:24])=[C:8]2[C:13]([C:14]3[CH:15]=[CH:2][N:3]=[N:4][C:5]=3[CH2:6][O:7]2)=[CH:12][CH:11]=1)=[O:22] |f:1.2|. Procedure: A suspension of methyl 3-chloro-7-(2,2-dimethylpropionylamino)-10H-9-oxa-1,2-diazaphenanthrene-8-carboxylate (Intermediate 8, 1.01 g), ammonium formate (0.848 g) and 10% palladium on carbon (0.150 g) in ethanol (60 mL) was stirred and heated at reflux under nitrogen for one hour. After cooling, the suspension was filtered and the filtrate was evaporated. The residue was dissolved in ethyl acetate and washed with water (with warming to dissolve all of the solid), dried (Na2SO4) and filtered. The ...